describe an organic reaction: reactants, conditions, products, and yield From a dataset of the Open Reaction Database (ORD), a public repository of structured organic reaction records. The reactants are O=C(Br)CBr, O=C([O-])[O-], ClCCl, [K+], [K+], C1CCC2NCCCC2C1, O. Yields the product O=C(CBr)N1CCCC2CCCCC21. Reaction SMILES: [Br:17][CH2:18][C:19](=[O:20])[Br:21].[C:11](=[O:12])([O-:13])[O-:14].[CH2:23]([Cl:24])[Cl:25].[K+:15].[K+:16].[NH:1]1[CH2:2][CH2:3][CH2:4][CH:5]2[CH2:6][CH2:7][CH2:8][CH2:9][CH:10]12.[OH2:22]>>[N:1]1([C:19]([CH2:18][Br:17])=[O:20])[CH2:2][CH2:3][CH2:4][CH:5]2[CH2:6][CH2:7][CH2:8][CH2:9][CH:10]12. The reactants are C(C)(C)(C)C1=CC=C(C=O)C=C1 (4-tert-butyl benzaldehyde), C1(=CC=CC=C1)NCCN (N-phenyl ethylene diamine), [BH4-].[Na+] (sodium borohydride), N1C=CC2=CC=CC(=C12)C(=O)O (1H-indole-7-carboxylic acid), CCN=C=NCCCN(C)C.Cl (EDC.HCl). Run in CO (methanol). Conditions: time 2 hour. Yields the product C(C)(C)(C)C1=CC=C(CN(C(=O)C=2C=CC=C3C=CNC23)CCNC2=CC=CC=C2)C=C1 (1H-Indole-7-carboxylic acid (4-tert-butyl-benzyl)-(2-phenylamino-ethyl)-amide). Isolated yield 37.6%. As a reaction SMILES: [C:1]([C:5]1[CH:12]=[CH:11][C:8]([CH:9]=O)=[CH:7][CH:6]=1)([CH3:4])([CH3:3])[CH3:2].[C:13]1([NH:19][CH2:20][CH2:21][NH2:22])[CH:18]=[CH:17][CH:16]=[CH:15][CH:14]=1.[BH4-].[Na+].[NH:25]1[C:33]2[C:28](=[CH:29][CH:30]=[CH:31][C:32]=2[C:34](O)=[O:35])[CH:27]=[CH:26]1.CCN=C=NCCCN(C)C.Cl>CO>[C:1]([C:5]1[CH:12]=[CH:11][C:8]([CH2:9][N:22]([CH2:21][CH2:20][NH:19][C:13]2[CH:18]=[CH:17][CH:16]=[CH:15][CH:14]=2)[C:34]([C:32]2[CH:31]=[CH:30][CH:29]=[C:28]3[C:33]=2[NH:25][CH:26]=[CH:27]3)=[O:35])=[CH:7][CH:6]=1)([CH3:4])([CH3:3])[CH3:2] |f:2.3,5.6|. Reported procedure: 81 mg (0.5 mmol) of 4-tert-butyl benzaldehyde and 68 mg (0.5 mmol) of N-phenyl ethylene diamine were dissolved in 2 ml methanol and the solution was stirred for 2 h at rt. 18.5 mg (0.5 mmol) of sodium borohydride were added in portions under nitrogen. The reaction mixture was stirred at rt for 30 min, the solvent was evaporated and the residue was suspended in 4 ml DCM. 88 mg (0.55 mol) of 1H-indole-7-carboxylic acid and 105 mg (0.55 mmol) of EDC.HCl were added and the mixture was stirred at rt ... The reactants are CC1=CC2=C(C=N1)C=NN2 (6-methyl-1H-pyrazolo[4,3-c]pyridine), C(N)(=O)C1=NN(C2=CN=C(C=C21)C)CC(=O)O ((3-carbamoyl-5-methyl-pyrazolo[3,4-c]pyridin-1-yl)-acetic acid). Product: C(N)(=O)C1=NN(C2=C1C=NC(=C2)C)CC(=O)O ((3-Carbamoyl-6-methyl-pyrazolo[4,3-c]pyridin-1-yl)-acetic acid). As a reaction SMILES: CC1[N:7]=[CH:6][C:5]2C=NNC=2C=1.[C:11]([C:14]1[C:22]2[C:17](=[CH:18]N=C(C)[CH:21]=2)[N:16]([CH2:24][C:25]([OH:27])=[O:26])[N:15]=1)(=[O:13])[NH2:12]>>[C:11]([C:14]1[C:22]2[CH:21]=[N:7][C:6]([CH3:5])=[CH:18][C:17]=2[N:16]([CH2:24][C:25]([OH:27])=[O:26])[N:15]=1)(=[O:13])[NH2:12]. Procedure: was prepared from 6-methyl-1H-pyrazolo[4,3-c]pyridine by using the same procedures as for the preparation of (3-carbamoyl-5-methyl-pyrazolo[3,4-c]pyridin-1-yl)-acetic acid (Scheme A27). MS (LC-MS): 235 [M+H]+, tR (HPLC conditions k): 0.29 min. Reported procedure: A mixture of 4-nitrobenzaldehyde (14.46 g, 0.957 mol), 2-cyanoethyl propionylacetate (17.0 g, 0.1005 mol), piperidine (0.41 g, 476 mL, 4.8 mmol), and acetic acid (0.288 g, 274 mL, 4.8 mmol) in 2-propanol (400 mL) was stirred at room temperature for 24 h. The white solid, 2-cyanoethyl 3-{(4-nitrophenyl)methylene}-4-oxopentanoate, formed was filtered, washed with 2-propanol (2×50 mL) and dried (28.34 g, 97%); m.p. 98-100° C. Reaction conditions: time 24 hour. The product is [N+](=O)([O-])C1=CC=C(C=C1)C=C(CC(=O)OCCC#N)C(C)=O (2-cyanoethyl 3-{(4-nitrophenyl)methylene}-4-oxopentanoate). Reactants: [N+](=O)([O-])C1=CC=C(C=O)C=C1 (4-nitrobenzaldehyde), C(CC)(=O)CC(=O)OCCC#N (2-cyanoethyl propionylacetate), N1CCCCC1 (piperidine), C(C)(=O)O (acetic acid). As a reaction SMILES: [N+:1]([C:4]1[CH:11]=[CH:10][C:7]([CH:8]=O)=[CH:6][CH:5]=1)([O-:3])=[O:2].[C:12]([CH2:16][C:17]([O:19][CH2:20][CH2:21][C:22]#[N:23])=[O:18])(=O)[CH2:13][CH3:14].N1CCCCC1.C(O)(=[O:32])C>CC(O)C>[N+:1]([C:4]1[CH:11]=[CH:10][C:7]([CH:8]=[C:12]([C:13](=[O:32])[CH3:14])[CH2:16][C:17]([O:19][CH2:20][CH2:21][C:22]#[N:23])=[O:18])=[CH:6][CH:5]=1)([O-:3])=[O:2]. Run in CC(C)O (2-propanol). The reactants are BrCCCBr, O=C([O-])[O-], CCOC(C)=O, [Na+], [Na+], CN(C)C=O, c1ccc2c(c1)NCCS2. The product is BrCCCN1CCSc2ccccc21. As a reaction SMILES: [Br:11][CH2:12][CH2:13][CH2:14][Br:15].[C:16](=[O:17])([O-:18])[O-:19].[CH3:27][CH2:28][O:29][C:30](=[O:31])[CH3:32].[Na+:20].[Na+:21].[O:22]=[CH:23][N:24]([CH3:25])[CH3:26].[S:1]1[c:2]2[c:3]([cH:7][cH:8][cH:9][cH:10]2)[NH:4][CH2:5][CH2:6]1>>[S:1]1[c:2]2[c:3]([cH:7][cH:8][cH:9][cH:10]2)[N:4]([CH2:14][CH2:13][CH2:12][Br:11])[CH2:5][CH2:6]1.